Dataset: the Open Reaction Database (ORD), a public repository of structured organic reaction records. Task: describe an organic reaction: reactants, conditions, products, and yield Reaction conditions: temperature 165 celsius, time 50 hour. Yield: 287.4%. The product is FC=1C=C(C=CC1N1CCOCC1)N1C(=NC(=CC1=O)C)COC=1C=NC=CC1 (3-(3-fluoro-4-morpholinophenyl)-6-methyl-2-((pyridin-3-yloxy)methyl)pyrimidin-4(3H)-one). Reagents/catalysts: C(C)(C)[O-].C(C)(C)[O-].C(C)(C)[O-].C(C)(C)[O-].[Ti+4] (titanium tetraisopropanolate). The solvent is C=1(C(=CC=CC1)C)C (xylene). Reaction SMILES: [N:1]1[CH:6]=[CH:5][CH:4]=[C:3]([O:7][CH2:8][C:9]([NH2:11])=O)[CH:2]=1.[F:12][C:13]1[CH:14]=[C:15]([NH:25][C:26](=[O:31])[CH2:27][C:28](=O)[CH3:29])[CH:16]=[CH:17][C:18]=1[N:19]1[CH2:24][CH2:23][O:22][CH2:21][CH2:20]1.CCOC(C)=O.O>C1(C)C(C)=CC=CC=1.C([O-])(C)C.C([O-])(C)C.C([O-])(C)C.C([O-])(C)C.[Ti+4]>[F:12][C:13]1[CH:14]=[C:15]([N:25]2[C:26](=[O:31])[CH:27]=[C:28]([CH3:29])[N:11]=[C:9]2[CH2:8][O:7][C:3]2[CH:2]=[N:1][CH:6]=[CH:5][CH:4]=2)[CH:16]=[CH:17][C:18]=1[N:19]1[CH2:24][CH2:23][O:22][CH2:21][CH2:20]1 |f:5.6.7.8.9|. Procedure: A mixture of 2-(pyridin-3-yloxy)acetamide (120 mg, 0.79 mmol), N-(3-fluoro-4-morpholinophenyl)-3-oxobutanamide (221.1 mg, 0.79 mmol) and titanium tetraisopropanolate (1.79 g, 6.30 mmol) in xylene (16 mL) was stirred at 165° C. for 50 h. The mixture was then cooled to rt and 30 mL of EtOAc and 5 mL of water were added. The resulting mixture was filtered and the filtrate was concentrated in vacuo. The residue was purified by a silica gel column chromatography (EtOAc) to give the title compound as ... Starting materials: N1=CC(=CC=C1)OCC(=O)N (2-(pyridin-3-yloxy)acetamide), FC=1C=C(C=CC1N1CCOCC1)NC(CC(C)=O)=O (N-(3-fluoro-4-morpholinophenyl)-3-oxobutanamide), CCOC(=O)C (EtOAc), O (water).